From a dataset of the Open Reaction Database (ORD), a public repository of structured organic reaction records. describe an organic reaction: reactants, conditions, products, and yield The reactants are NC1=C(C=C(C=N1)C=1C=NN(C1)C1CCN(CC1)C(=O)OC(C)(C)C)C=1OC=2C(=NC=C(C2)F)N1 (tert-butyl 4-[4-[6-amino-5-(6-fluorooxazolo[4,5-b]pyridin-2-yl)-3-pyridyl]pyrazol-1-yl]piperidine-1-carboxylate), Cl (hydrogen chloride), N (ammonia). Solvent: ClCCl (dichloromethane), ClCCl (dichloromethane). Run at time 2 hour. Yields the product FC=1C=C2C(=NC1)N=C(O2)C=2C(=NC=C(C2)C=2C=NN(C2)C2CCNCC2)N (3-(6-fluorooxazolo[4,5-b]pyridin-2-yl)-5-[1-(4-piperidyl)pyrazol-4-yl]pyridin-2-amine). The yield is 73.2%. Reaction SMILES: [NH2:1][C:2]1[N:7]=[CH:6][C:5]([C:8]2[CH:9]=[N:10][N:11]([CH:13]3[CH2:18][CH2:17][N:16](C(OC(C)(C)C)=O)[CH2:15][CH2:14]3)[CH:12]=2)=[CH:4][C:3]=1[C:26]1[O:27][C:28]2[C:29]([N:35]=1)=[N:30][CH:31]=[C:32]([F:34])[CH:33]=2.Cl.N>ClCCl>[F:34][C:32]1[CH:33]=[C:28]2[O:27][C:26]([C:3]3[C:2]([NH2:1])=[N:7][CH:6]=[C:5]([C:8]4[CH:9]=[N:10][N:11]([CH:13]5[CH2:14][CH2:15][NH:16][CH2:17][CH2:18]5)[CH:12]=4)[CH:4]=3)=[N:35][C:29]2=[N:30][CH:31]=1. Procedure: A suspension of tert-butyl 4-[4-[6-amino-5-(6-fluorooxazolo[4,5-b]pyridin-2-yl)-3-pyridyl]pyrazol-1-yl]piperidine-1-carboxylate (190 mg) and hydrogen chloride (4M solution in dioxane) (4.95 ml) in dichloromethane (2 ml) was stirred at room temperature for 2 hours. The resulting precipitate was collected by filtration, washed with diethyl ether and dried to afford a solid, which was taken up into 5% methanolic ammonia (7 N) in dichloromethane (20 ml) and stirred for 10 minutes. The suspension was... Starting materials: COC(CCNC(C1=CC=C(C=C1)C(CCC)CO)=O)=O (3-[4-(1-hydroxymethyl-butyl)-benzoylamino]-propionic acid methyl ester), ClC1=CC=C(C=N1)O (6-chloro-pyridin-3-ol), FC(C1=CC=C(C=C1)B(O)O)(F)F (4-trifluoromethyl phenyl boronic acid). Yields the product FC(C1=CC=C(C=C1)C1=CC=C(C=N1)OCC(CCC)C1=CC=C(C(=O)NCCC(=O)O)C=C1)(F)F (racemic 3-(4-{1-[6-(4-Trifluoromethyl-phenyl)-pyridin-3-yloxymethyl]-butyl}-benzoylamino)-propionic acid). RXN SMILES: C[O:2][C:3](=[O:21])[CH2:4][CH2:5][NH:6][C:7](=[O:20])[C:8]1[CH:13]=[CH:12][C:11]([CH:14]([CH2:18][OH:19])[CH2:15][CH2:16][CH3:17])=[CH:10][CH:9]=1.Cl[C:23]1[N:28]=[CH:27][C:26](O)=[CH:25][CH:24]=1.[F:30][C:31]([F:42])([F:41])[C:32]1[CH:37]=[CH:36][C:35](B(O)O)=[CH:34][CH:33]=1>>[F:30][C:31]([F:42])([F:41])[C:32]1[CH:37]=[CH:36][C:35]([C:23]2[N:28]=[CH:27][C:26]([O:19][CH2:18][CH:14]([C:11]3[CH:12]=[CH:13][C:8]([C:7]([NH:6][CH2:5][CH2:4][C:3]([OH:2])=[O:21])=[O:20])=[CH:9][CH:10]=3)[CH2:15][CH2:16][CH3:17])=[CH:25][CH:24]=2)=[CH:34][CH:33]=1. Procedure details: The title compound is prepared by essentially following the procedures as described in Example 21, using 3-[4-(1-hydroxymethyl-butyl)-benzoylamino]-propionic acid methyl ester and 6-chloro-pyridin-3-ol as starting materials in Step A, followed by 4-trifluoromethyl phenyl boronic acid in Step B. MS (ES): 499.2 [M+H]−. Starting materials: COc1ccc(COC(=O)CCCBr)cc1, O=C([O-])CCCBr, CCCCCCC=CC(=O)c1c[nH]c2ccccc12, CCCCCCC(=O)c1c[nH]c2ccccc12. Product: CCCCCCC=CC(=O)c1cn(CCCC(=O)OCc2ccc(OC)cc2)c2ccccc12. As a reaction SMILES: [Br:37][CH2:38][CH2:39][CH2:40][C:41](=[O:42])[O:43][CH2:44][c:45]1[cH:46][cH:47][c:48]([O:51][CH3:52])[cH:49][cH:50]1.[Br:53][CH2:54][CH2:55][CH2:56][C:57]([O-:58])=[O:59].[C:1]([CH:2]=[CH:3][CH2:4][CH2:5][CH2:6][CH2:7][CH2:8][CH3:9])(=[O:10])[c:11]1[cH:12][nH:13][c:14]2[cH:15][cH:16][cH:17][cH:18][c:19]12.[C:20]([c:21]1[c:22]2[c:23]([cH:24][cH:25][cH:26][cH:27]2)[nH:28][cH:29]1)(=[O:30])[CH2:31][CH2:32][CH2:33][CH2:34][CH2:35][CH3:36]>>[C:1]([CH:2]=[CH:3][CH2:4][CH2:5][CH2:6][CH2:7][CH2:8][CH3:9])(=[O:10])[c:11]1[cH:12][n:13]([CH2:38][CH2:39][CH2:40][C:41](=[O:42])[O:43][CH2:44][c:45]2[cH:46][cH:47][c:48]([O:51][CH3:52])[cH:49][cH:50]2)[c:14]2[cH:15][cH:16][cH:17][cH:18][c:19]12. The reactants are ClC=1N=C(C2=C(N1)C(=CS2)CC)Cl (2,4-dichloro-7-etylthieno[3,2-d]pyrimidine), C(C)(C)(C)N (t-butylamine), ice water. Solvent: CN(C)C=O (DMF). Reaction conditions: temperature 0 celsius, time 5 minute. Yields the product C(C)(C)(C)NC=1C2=C(N=C(N1)Cl)C(=CS2)CC (4-t-Butylamino-2-chloro-7-ethylthieno[3,2-d]pyrimidine). Isolated yield 37.3%. Reaction SMILES: [Cl:1][C:2]1[N:3]=[C:4](Cl)[C:5]2[S:10][CH:9]=[C:8]([CH2:11][CH3:12])[C:6]=2[N:7]=1.[C:14]([NH2:18])([CH3:17])([CH3:16])[CH3:15]>CN(C=O)C>[C:14]([NH:18][C:4]1[C:5]2[S:10][CH:9]=[C:8]([CH2:11][CH3:12])[C:6]=2[N:7]=[C:2]([Cl:1])[N:3]=1)([CH3:17])([CH3:16])[CH3:15]. Procedure details: In 5 ml of DMF, 330 mg (1.4 mol) of 2,4-dichloro-7-etylthieno[3,2-d]pyrimidine was dissolved, and then 228 mg (3.1 mmol) of t-butylamine was added dropwise thereto under ice cooling over 5 minutes. The reaction solution was stirred at 0° C. for one hour and then allowed to resume room temperature, followed by stirring for further 1 hour. After completion of the reaction, ice water was added to the reaction mixture, followed by extraction with ethyl acetate (50 ml×3). After the organic layer was ... Product: COCC(C)NS(=O)(=O)c1ccc(Br)cc1. Reactants: CC(CO)NS(=O)(=O)c1ccc(Br)cc1, ClCCl, C[Si](C)(C)C=[N+]=[N-], F[B-](F)(F)F, [H+], O. Reaction SMILES: [Br:8][c:9]1[cH:10][cH:11][c:12]([S:15](=[O:16])(=[O:17])[NH:18][CH:19]([CH2:20][OH:21])[CH3:22])[cH:13][cH:14]1.[CH2:30]([Cl:31])[Cl:32].[CH3:1][Si:2]([CH:3]=[N+:4]=[N-:5])([CH3:6])[CH3:7].[F:23][B-:24]([F:25])([F:26])[F:27].[H+:28].[OH2:29]>>[CH3:1][O:21][CH2:20][CH:19]([NH:18][S:15]([c:12]1[cH:11][cH:10][c:9]([Br:8])[cH:14][cH:13]1)(=[O:16])=[O:17])[CH3:22].